The task is: describe an organic reaction: reactants, conditions, products, and yield. This data is from the Open Reaction Database (ORD), a public repository of structured organic reaction records. Starting materials: BrC=1C=C(C#N)C=CC1 (3-bromobenzonitrile), NC1CCN(CC1)CC1=CC=CC=C1 (4-amino-N-benzyl piperidine), C=1C=CC(=CC1)P(C=2C=CC=CC2)C3=CC=C4C=CC=CC4=C3C5=C6C=CC=CC6=CC=C5P(C=7C=CC=CC7)C=8C=CC=CC8 (BINAP), CC(C)([O-])C.[Na+] (sodium tert butoxide), C(C)(C)N(C(C1=CC=C(C=C1)Br)=O)C(C)C (N,N-diisopropyl-4-bromobenzamide), CC(C)([O-])C.[Na+] (sodium tert butoxide). The reagents and catalysts are C=1C=CC(=CC1)/C=C/C(=O)/C=C/C2=CC=CC=C2.C=1C=CC(=CC1)/C=C/C(=O)/C=C/C2=CC=CC=C2.C=1C=CC(=CC1)/C=C/C(=O)/C=C/C2=CC=CC=C2.[Pd].[Pd] (tris(dibenzylideneacetone)dipalladium(0)). Solvent: C(C)#N (acetonitrile), C1(=CC=CC=C1)C (toluene), C(C)(=O)OCC (ethyl acetate), O (water). Run at temperature 80 celsius. Product: C(C1=CC=CC=C1)N1CCC(CC1)N(C=1C=C(C(=O)N)C=CC1)C1=CC=C(C=C1)C(N(C(C)C)C(C)C)=O (3-[(1-Benzyl-piperidin-4-yl)-(4-diisopropylcarbamoyl-phenyl)-amino]benzamide). RXN SMILES: Br[C:2]1[CH:3]=[C:4]([CH:7]=[CH:8][CH:9]=1)[C:5]#[N:6].[NH2:10][CH:11]1[CH2:16][CH2:15][N:14]([CH2:17][C:18]2[CH:23]=[CH:22][CH:21]=[CH:20][CH:19]=2)[CH2:13][CH2:12]1.C1C=CC(P(C2C(C3C(P(C4C=CC=CC=4)C4C=CC=CC=4)=CC=C4C=3C=CC=C4)=C3C(C=CC=C3)=CC=2)C2C=CC=CC=2)=CC=1.CC(C)([O-:73])C.[Na+].[CH:76]([N:79]([CH:89]([CH3:91])[CH3:90])[C:80](=[O:88])[C:81]1[CH:86]=[CH:85][C:84](Br)=[CH:83][CH:82]=1)([CH3:78])[CH3:77]>C1(C)C=CC=CC=1.C(OCC)(=O)C.O.C1C=CC(/C=C/C(/C=C/C2C=CC=CC=2)=O)=CC=1.C1C=CC(/C=C/C(/C=C/C2C=CC=CC=2)=O)=CC=1.C1C=CC(/C=C/C(/C=C/C2C=CC=CC=2)=O)=CC=1.[Pd].[Pd].C(#N)C>[CH2:17]([N:14]1[CH2:15][CH2:16][CH:11]([N:10]([C:84]2[CH:85]=[CH:86][C:81]([C:80](=[O:88])[N:79]([CH:89]([CH3:91])[CH3:90])[CH:76]([CH3:78])[CH3:77])=[CH:82][CH:83]=2)[C:2]2[CH:3]=[C:4]([CH:7]=[CH:8][CH:9]=2)[C:5]([NH2:6])=[O:73])[CH2:12][CH2:13]1)[C:18]1[CH:23]=[CH:22][CH:21]=[CH:20][CH:19]=1 |f:3.4,9.10.11.12.13|. Procedure details: To a solution of 1.07 g of 3-bromobenzonitrile (5.88 mmol) in 15 ml dry toluene was added 1.2 mL of 4-amino-N-benzyl piperidine (5.89 mmol), 293 mg racemic BINAP (0.47 mmol), 215 mg tris(dibenzylideneacetone)dipalladium(0) (0.23 mmol) and 790 mg sodium tert butoxide (8.23 mmol). The reaction was heated at 80° C. under a nitrogen atmosphere for 4 hours. The reaction was cooled to room temperature and 2.34 g of N,N-diisopropyl-4-bromobenzamide (8.24 mmol) and 790 mg of sodium tert butoxide (8.23 m... Reactants: S1C(=CC2=C1C=CC=C2)C(=O)O (2-Benzothiophenecarboxylic acid), NCCCO (3-amino-1-propanol). Yields the product OCCCNC(=O)C=1SC2=C(C1)C=CC=C2 (N-(3-Hydroxypropyl)-1-benzothiophene-2-carboxamide). Isolated yield 52.3%. RXN SMILES: [S:1]1[C:5]2[CH:6]=[CH:7][CH:8]=[CH:9][C:4]=2[CH:3]=[C:2]1[C:10]([OH:12])=O.[NH2:13][CH2:14][CH2:15][CH2:16][OH:17]>>[OH:17][CH2:16][CH2:15][CH2:14][NH:13][C:10]([C:2]1[S:1][C:5]2[CH:6]=[CH:7][CH:8]=[CH:9][C:4]=2[CH:3]=1)=[O:12]. Procedure: 2-Benzothiophenecarboxylic acid (5.0 g, 28.05 mmol) and 3-amino-1-propanol (2.57 ml, 33.66 mmol) were coupled according to the procedure of Example 22 to provide 3.45 g (52.3% yield) of the desired product as an orange solid. Electrospray Mass Spec: m/z 235.9 (M+H)+. The reactants are C1[C@@](C[C@H]([C@@H]([C@@H]1O)O)O)(O)C(=O)O (quinic acid), CN(C)C=O (DMF), C1=CC=CC=C1 (benzene), C1(=CC=C(C=C1)S(=O)(=O)O)C (p-toluenesulfonic acid). Solvent: CCOC(=O)C (EtOAc). Yields the product OC12CC(C(C(OC1=O)C2)O)O (1,3,4-Trihydroxy-6-oxa-bicyclo[3.2.1]octan-7-one). The yield is 77.3%. As a reaction SMILES: [CH2:1]1[C@@H:6](O)[C@@H:5]([OH:8])[C@H:4]([OH:9])[CH2:3][C@@:2]1([C:11]([OH:13])=[O:12])[OH:10].CN(C=O)C.C1C=CC=CC=1.C1(C)C=CC(S(O)(=O)=O)=CC=1>CCOC(C)=O>[OH:10][C:2]12[CH2:1][CH:6]([O:13][C:11]1=[O:12])[CH:5]([OH:8])[CH:4]([OH:9])[CH2:3]2. Procedure: In a 200 ml round-bottom flask fitted with a stirring bar, reflux condenser, Dean-Stark trap, and argon inlet, 5 g of quinic acid (1, 26 mmol) was placed and 10 mL of dry DMF was added via syringe and the slurry stirred at room temperature. Next, benzene 60 mL and p-toluenesulfonic acid 0.5 g were added, and the slurry was heated to reflux for 26 h. TLC was used confirm the completion of reaction. A 1:1 mixture of EtOAc and 16eptanes (100 mL) was added to the cooled reaction mixture. The mixture... The reactants are Cl.O1COC2=C1C=CC=C2C2CCN(CC2)CC[C@@H]2CC[C@H](CC2)N (Trans-4-[2-(4-Benzo[1,3]dioxol-4-yl-piperidin-1-yl)-ethyl]-cyclohexylamine hydrochloride), Cl.O1COC2=C1C=CC=C2C2CCN(CC2)CC[C@@H]2CC[C@H](CC2)N (Trans-4-[2-(4-Benzo[1,3]dioxol-4-yl-piperidin-1-yl)-ethyl]-cyclohexylamine hydrochloride), C(C)(C)N(C(C)C)CC (N,N-diisopropylethylamine), C(C)(=O)O (acetic acid), CN(C)C(=[N+](C)C)ON1C2=C(C=CC=C2)N=N1.[B-](F)(F)(F)F (TBTU), ice water. The solvent is CN(C)C=O (DMF). Conditions: time 4 hour. Yields the product O1COC2=C1C=CC=C2C2CCN(CC2)CC[C@@H]2CC[C@H](CC2)NC(C)=O (Trans-N-{4-[2-(4-Benzo[1,3]dioxol-4-yl-piperidin-1-yl)-ethyl]-cyclohexyl}-acetamide). Isolated yield 61.2%. As a reaction SMILES: Cl.[O:2]1[C:6]2[CH:7]=[CH:8][CH:9]=[C:10]([CH:11]3[CH2:16][CH2:15][N:14]([CH2:17][CH2:18][C@H:19]4[CH2:24][CH2:23][C@H:22]([NH2:25])[CH2:21][CH2:20]4)[CH2:13][CH2:12]3)[C:5]=2[O:4][CH2:3]1.C(N(CC)C(C)C)(C)C.[C:35](O)(=[O:37])[CH3:36].CN(C(ON1N=NC2C=CC=CC1=2)=[N+](C)C)C.[B-](F)(F)(F)F>CN(C=O)C>[O:2]1[C:6]2[CH:7]=[CH:8][CH:9]=[C:10]([CH:11]3[CH2:16][CH2:15][N:14]([CH2:17][CH2:18][C@H:19]4[CH2:20][CH2:21][C@H:22]([NH:25][C:35](=[O:37])[CH3:36])[CH2:23][CH2:24]4)[CH2:13][CH2:12]3)[C:5]=2[O:4][CH2:3]1 |f:0.1,4.5|. Reported procedure: To a stirred mixture of Trans-4-[2-(4-Benzo[1,3]dioxol-4-yl-piperidin-1-yl)-ethyl]-cyclohexylamine hydrochloride (intermediate A) (50 mg, 0.136 mmol) in DMF (0.8 ml) was added N,N-diisopropylethylamine (62 mg, 0.0833 ml, 0.477 mmol), acetic acid (9.82 mg, 9.35 μl, 0.164 mmol) and TBTU (52.4 mg, 0.164 mmol). The mixture was allowed to stir at room temperature for 4 h and poured into ice/water (0.5 ml) The crude reaction mixture was concentrated in vacuo. The reaction mixture was solved with sat N... The reactants are CC(=O)O[BH-](OC(C)=O)OC(C)=O, CC(=O)O, COc1ncc(Cl)cc1C=O, ClCCCl, Fc1ccccc1C=CC1CCNCC1, [Na+]. The product is COc1ncc(Cl)cc1CN1CCC(C=Cc2ccccc2F)CC1. RXN SMILES: [C:31]([O:32][BH-:33]([O:34][C:35](=[O:36])[CH3:37])[O:38][C:39](=[O:40])[CH3:41])(=[O:42])[CH3:43].[CH3:27][C:28](=[O:29])[OH:30].[Cl:1][c:2]1[cH:3][c:4]([CH:10]=[O:11])[c:5]([O:8][CH3:9])[n:6][cH:7]1.[Cl:45][CH2:46][CH2:47][Cl:48].[F:12][c:13]1[c:14]([CH:19]=[CH:20][CH:21]2[CH2:22][CH2:23][NH:24][CH2:25][CH2:26]2)[cH:15][cH:16][cH:17][cH:18]1.[Na+:44]>>[Cl:1][c:2]1[cH:3][c:4]([CH2:10][N:24]2[CH2:23][CH2:22][CH:21]([CH:20]=[CH:19][c:14]3[c:13]([F:12])[cH:18][cH:17][cH:16][cH:15]3)[CH2:26][CH2:25]2)[c:5]([O:8][CH3:9])[n:6][cH:7]1. Starting materials: C(C)(=O)O[C@@H]1CC2=C[C@H]([C@H]3[C@@H]4CC[C@H](C(C)C5OCC(CO5)(C)C)[C@]4(CC[C@@H]3[C@]2([C@@H]2[C@H]1O2)C)C)OC(NC)=O (20-(5,5-dimethyl-1,3-dioxan-2-yl)-1α,2α-epoxy-7α-(N-methylcarbamoyloxy)pregn-5-en-3β-yl acetate), C(C)(=O)O[C@@H]1CC2=CC=C3[C@@H]4CC[C@H](C(C)C5OCC(CO5)(C)C)[C@]4(CC[C@@H]3[C@]2([C@@H]2[C@H]1O2)C)C (20-(5,5-dimethyl-1,3-dioxan-2-yl)-1α,2α-epoxypregna-5,7-dien-3β-yl acetate). The product is CC1(COC(OC1)C(C)[C@H]1CC[C@H]2[C@@H]3[C@@H](C=C4C[C@H]([C@H]5[C@@H]([C@]4(C)[C@H]3CC[C@]12C)O5)O)OC(NC)=O)C (20-(5,5-dimethyl-1,3-dioxan-2-yl)-1α,2α-epoxy-7α-(N-methylcarbamoyloxy)pregn-5-en3β-ol). Isolated yield 75.4%. Reaction SMILES: C([O:4][C@H:5]1[C@@H:31]2[O:32][C@@H:30]2[C@@:29]2([CH3:33])[C:7](=[CH:8][C@@H:9]([O:35][C:36](=[O:39])[NH:37][CH3:38])[C@@H:10]3[C@@H:28]2[CH2:27][CH2:26][C@@:25]2([CH3:34])[C@H:11]3[CH2:12][CH2:13][C@@H:14]2[CH:15]([CH:17]2[O:22][CH2:21][C:20]([CH3:24])([CH3:23])[CH2:19][O:18]2)[CH3:16])[CH2:6]1)(=O)C.C(O[C@H]1[C@@H]2O[C@@H]2[C@@]2(C)C(=CC=C3[C@@H]2CC[C@@]2(C)[C@H]3CC[C@@H]2C(C2OCC(C)(C)CO2)C)C1)(=O)C>>[CH3:24][C:20]1([CH3:23])[CH2:19][O:18][CH:17]([CH:15]([C@@H:14]2[C@:25]3([CH3:34])[C@H:11]([C@H:10]4[C@H:28]([CH2:27][CH2:26]3)[C@:29]3([CH3:33])[C:7]([CH2:6][C@@H:5]([OH:4])[C@@H:31]5[O:32][C@@H:30]53)=[CH:8][C@H:9]4[O:35][C:36](=[O:39])[NH:37][CH3:38])[CH2:12][CH2:13]2)[CH3:16])[O:22][CH2:21]1. Reported procedure: The procedure of Example 23 was repeated except that 5.5 mg (0.01 mmole) of 20-(5,5-dimethyl-1,3-dioxan-2-yl)-1α,2α-epoxy-7α-(N-methylcarbamoyloxy)pregn-5-en-3β-yl acetate was used in lieu of 5 mg of 20-(5,5-dimethyl-1,3-dioxan-2-yl)-1α,2α-epoxypregna-5,7-dien-3β-yl acetate to give 3.8 mg of 20-(5,5-dimethyl-1,3-dioxan-2-yl)-1α,2α-epoxy-7α-(N-methylcarbamoyloxy)pregn-5-en3β-ol (yield: 76%). Reactants: CCN=C=NCCCN(C)C, COc1ccc2c(c1)C(C)(C)CNC2, O=CO, ClC(Cl)Cl, ClCCl, Cl. Yields the product COc1ccc2c(c1)C(C)(C)CN(C=O)C2. As a reaction SMILES: [CH3:19][N:20]([CH3:21])[CH2:22][CH2:23][CH2:24][N:25]=[C:26]=[N:27][CH2:28][CH3:29].[CH3:1][O:2][c:3]1[cH:4][c:5]2[c:10]([cH:11][cH:12]1)[CH2:9][NH:8][CH2:7][C:6]2([CH3:13])[CH3:14].[CH:15](=[O:16])[OH:17].[CH:33]([Cl:34])([Cl:35])[Cl:36].[Cl:30][CH2:31][Cl:32].[ClH:18]>>[CH3:1][O:2][c:3]1[cH:4][c:5]2[c:10]([cH:11][cH:12]1)[CH2:9][N:8]([CH:15]=[O:16])[CH2:7][C:6]2([CH3:13])[CH3:14].